This data is from the Open Reaction Database (ORD), a public repository of structured organic reaction records. The task is: describe an organic reaction: reactants, conditions, products, and yield Starting materials: CCN(CCN1CCOc2cc([N+](=O)[O-])ccc21)C(=O)OC(C)(C)C, CCO, I, CSC(=N)c1cccs1. The product is CCN(CCN1CCOc2cc(NC(=N)c3cccs3)ccc21)C(=O)OC(C)(C)C. As a reaction SMILES: [CH2:1]([CH3:2])[N:3]([C:4]([O:5][C:6]([CH3:7])([CH3:8])[CH3:9])=[O:10])[CH2:11][CH2:12][N:13]1[c:14]2[c:15]([cH:19][c:20]([N+:23]([O-:24])=[O:25])[cH:21][cH:22]2)[O:16][CH2:17][CH2:18]1.[CH3:36][CH2:37][OH:38].[IH:26].[s:27]1[c:28]([C:32](=[NH:33])[S:34][CH3:35])[cH:29][cH:30][cH:31]1>>[CH2:1]([CH3:2])[N:3]([C:4]([O:5][C:6]([CH3:7])([CH3:8])[CH3:9])=[O:10])[CH2:11][CH2:12][N:13]1[c:14]2[c:15]([cH:19][c:20]([NH:23][C:32]([c:28]3[s:27][cH:31][cH:30][cH:29]3)=[NH:33])[cH:21][cH:22]2)[O:16][CH2:17][CH2:18]1. Starting materials: CCOC(=O)CC(NC(=O)CNC(=O)CCCc1ccc2c(n1)NCCC2)c1cnc2ccccc2c1, Cl. Product: O=C(O)CC(NC(=O)CNC(=O)CCCc1ccc2c(n1)NCCC2)c1cnc2ccccc2c1. RXN SMILES: [CH2:1]([CH3:2])[O:3][C:4]([CH2:5][CH:6]([NH:7][C:8]([CH2:9][NH:10][C:11]([CH2:12][CH2:13][CH2:14][c:15]1[cH:16][cH:17][c:18]2[c:23]([n:24]1)[NH:22][CH2:21][CH2:20][CH2:19]2)=[O:25])=[O:26])[c:27]1[cH:28][n:29][c:30]2[cH:31][cH:32][cH:33][cH:34][c:35]2[cH:36]1)=[O:37].[ClH:38]>>[O:3]=[C:4]([CH2:5][CH:6]([NH:7][C:8]([CH2:9][NH:10][C:11]([CH2:12][CH2:13][CH2:14][c:15]1[cH:16][cH:17][c:18]2[c:23]([n:24]1)[NH:22][CH2:21][CH2:20][CH2:19]2)=[O:25])=[O:26])[c:27]1[cH:28][n:29][c:30]2[cH:31][cH:32][cH:33][cH:34][c:35]2[cH:36]1)[OH:37]. The reactants are COC(CNC1=C(C=CC(=C1)[N+](=O)[O-])C#N)=O ((2-cyano-5-nitro-phenylamino)-acetic acid methyl ester), C(C)(=O)Cl (acetyl chloride). Reagents/catalysts: CN(C)C=1C=CN=CC1 (DMAP). Yields the product COC(CN(C1=C(C=CC(=C1)[N+](=O)[O-])C#N)C(C)=O)=O ([acetyl-(2-cyano-5-nitro-phenyl)-amino]-acetic acid methyl ester). Yield: 86.0%. As a reaction SMILES: [CH3:1][O:2][C:3](=[O:17])[CH2:4][NH:5][C:6]1[CH:11]=[C:10]([N+:12]([O-:14])=[O:13])[CH:9]=[CH:8][C:7]=1[C:15]#[N:16].[C:18](Cl)(=[O:20])[CH3:19]>CN(C1C=CN=CC=1)C>[CH3:1][O:2][C:3](=[O:17])[CH2:4][N:5]([C:18](=[O:20])[CH3:19])[C:6]1[CH:11]=[C:10]([N+:12]([O-:14])=[O:13])[CH:9]=[CH:8][C:7]=1[C:15]#[N:16]. Procedure: At 50° C., (2-cyano-5-nitro-phenylamino)-acetic acid methyl ester (0.5 g, 2.1 mmol) was heated in acetyl chloride (100 mL) for 3 hours in the presence of catalytic DMAP. The mixture was poured over ice and then partitioned between ethyl acetate (100 ml) and water (50 ml). The organic layer was washed once with 1 M NaOH (100 mL) and dried over sodium sulfate. Concentration and silica gel purification (EtOAc/hexanes 9:1) gave [acetyl-(2-cyano-5-nitro-phenyl)-amino]-acetic acid methyl ester (0.5 g,... Starting materials: Cc1snc2c1C(=O)N=C(N)NCc1cc(Cl)c(c(Cl)c1)NC(=O)CNCCC=CCOc1ccc-2cc1, Cc1snc2c1C(=O)N=C(N)NCc1cc(Cl)c(c(Cl)c1)NC(=O)CNCCC=CCOc1ccc-2cc1. Product: Cc1snc2c1C(=O)N=C(N)NCc1cc(Cl)c(c(Cl)c1)NC(=O)CNCCCCCOc1ccc-2cc1. RXN SMILES: [NH2:1][C:2]1=[N:3][C:4](=[O:38])[c:5]2[c:6]([CH3:37])[s:7][n:8][c:9]2-[c:10]2[cH:11][cH:12][c:13]([cH:35][cH:36]2)[O:14][CH2:15][CH:16]=[CH:17][CH2:18][CH2:19][NH:20][CH2:21][C:22](=[O:34])[NH:23][c:24]2[c:25]([Cl:33])[cH:26][c:27]([cH:30][c:31]2[Cl:32])[CH2:28][NH:29]1.[NH2:39][C:40]1=[N:76][C:74](=[O:75])[c:69]2[c:68]([n:73][s:72][c:70]2[CH3:71])-[c:65]2[cH:64][cH:63][c:62]([cH:67][cH:66]2)[O:61][CH2:60][CH:59]=[CH:58][CH2:57][CH2:56][NH:55][CH2:54][C:52](=[O:53])[NH:51][c:47]2[c:45]([Cl:46])[cH:44][c:43]([cH:50][c:48]2[Cl:49])[CH2:42][NH:41]1>>[NH2:1][C:2]1=[N:3][C:4](=[O:38])[c:5]2[c:6]([CH3:37])[s:7][n:8][c:9]2-[c:10]2[cH:11][cH:12][c:13]([cH:35][cH:36]2)[O:14][CH2:15][CH2:16][CH2:17][CH2:18][CH2:19][NH:20][CH2:21][C:22](=[O:34])[NH:23][c:24]2[c:25]([Cl:33])[cH:26][c:27]([cH:30][c:31]2[Cl:32])[CH2:28][NH:29]1. Reactants: NC1=C(C=CC=C1)O (2-aminophenol), C1(=CC=CC=C1)S(=O)(=O)N1C=C(C=2C1=NC=CC2)C2=NC(=NC=C2)Cl (1-benzenesulfonyl-3-(2-chloro-pyrimidin-4-yl)-1H-pyrrolo[2,3-b]pyridine). The product is OC1=C(C=CC=C1)NC1=NC=CC(=N1)C1=CNC2=NC=CC=C21 ((2-Hydroxyphenyl)-[4-(1H-pyrrolo[2,3-b]pyridin-3-yl)-pyrimidin-2-yl]-amine). Isolated yield 42.8%. Reaction SMILES: [NH2:1][C:2]1[CH:7]=[CH:6][CH:5]=[CH:4][C:3]=1[OH:8].C1(S([N:18]2[C:22]3=[N:23][CH:24]=[CH:25][CH:26]=[C:21]3[C:20]([C:27]3[CH:32]=[CH:31][N:30]=[C:29](Cl)[N:28]=3)=[CH:19]2)(=O)=O)C=CC=CC=1>>[OH:8][C:3]1[CH:4]=[CH:5][CH:6]=[CH:7][C:2]=1[NH:1][C:29]1[N:28]=[C:27]([C:20]2[C:21]3[C:22](=[N:23][CH:24]=[CH:25][CH:26]=3)[NH:18][CH:19]=2)[CH:32]=[CH:31][N:30]=1. Procedure details: Using the procedure of example 1, 2-aminophenol (88 mg) was reacted with compound 1f (100 mg) to provide compound 30 (35 mg, 43%). 1H NMR (400 MHz, CD3OD) δ 8.83 (d, J=8.0 Hz, 1H), 8.28 (m, 2H), 8.25 (s, 1H), 7.91 (d, J=7.6 Hz, 1H), 7.22 (m, 2H), 6.97 (m, 1H), 6.91 (m, 2H). MS (ESI) m/z: 304 (M+H)+. Reaction SMILES: N1C=CC=C(CN)C=1.[F:9][C:10]1[CH:11]=[C:12]([CH2:17][NH2:18])[CH:13]=[C:14]([F:16])[CH:15]=1.[F:19][C:20]1[CH:42]=[CH:41][C:23]([CH2:24][N:25]2[C@@H:29]([CH3:30])[CH2:28][N:27]([C:31]3[S:32][C:33]([C:37](O)=[O:38])=[C:34]([CH3:36])[N:35]=3)[C:26]2=[O:40])=[CH:22][CH:21]=1.FC1C=CC(CN2[C@H](C)CN(C3SC(C(O)=O)=C(C)N=3)C2=O)=CC=1>>[F:9][C:10]1[CH:11]=[C:12]([CH:13]=[C:14]([F:16])[CH:15]=1)[CH2:17][NH:18][C:37]([C:33]1[S:32][C:31]([N:27]2[CH2:28][C@@H:29]([CH3:30])[N:25]([CH2:24][C:23]3[CH:41]=[CH:42][C:20]([F:19])=[CH:21][CH:22]=3)[C:26]2=[O:40])=[N:35][C:34]=1[CH3:36])=[O:38]. Procedure: Following the procedure as described in Example 2, making variations as required to replace pyridin-3-ylmethanamine with (3,5-difluorophenyl)methanamine and replace (S)-2-(3-(4-fluorobenzyl)-4-methyl-2-oxoimidazolidin-1-yl)-4-methylthiazole-5-carboxylic acid with (R)-2-(3-(4-fluorobenzyl)-4-methyl-2-oxoimidazolidin-1-yl)-4-methylthiazole-5-carboxylic acid the title compound was obtained as a white solid: mp 159-160° C. (ethyl acetate/hexane); 1H NMR (300 MHz, DMSO-d6) δ 8.75 (t, J=5.6 Hz, 1H), 7... The reactants are N1=CC(=CC=C1)CN (pyridin-3-ylmethanamine), FC1=CC=C(CN2C(N(C[C@H]2C)C=2SC(=C(N2)C)C(=O)O)=O)C=C1 ((R)-2-(3-(4-fluorobenzyl)-4-methyl-2-oxoimidazolidin-1-yl)-4-methylthiazole-5-carboxylic acid), FC=1C=C(C=C(C1)F)CN ((3,5-difluorophenyl)methanamine), FC1=CC=C(CN2C(N(C[C@@H]2C)C=2SC(=C(N2)C)C(=O)O)=O)C=C1 ((S)-2-(3-(4-fluorobenzyl)-4-methyl-2-oxoimidazolidin-1-yl)-4-methylthiazole-5-carboxylic acid). Yields the product FC=1C=C(CNC(=O)C2=C(N=C(S2)N2C(N([C@@H](C2)C)CC2=CC=C(C=C2)F)=O)C)C=C(C1)F ((R)—N-(3,5-difluorobenzyl)-2-(3-(4-fluorobenzyl)-4-methyl-2-oxoimidazolidin-1-yl)-4-methylthiazole-5-carboxamide). Starting materials: CC(C)(OC(=O)N[C@@H](C(C)(C)S)C(=O)O)C ((R)-N-(1,1-dimethylethoxy)carbonylpenicillamine), ON1N=NC2=C1C=CC=C2 (N-hydroxybenzotriazole), Cl.CN (methylamine hydrochloride), CN1CCOCC1 (N-methylmorpholine), C(CCl)Cl (EDC), C(CC(O)(C(=O)O)CC(=O)O)(=O)O (citric acid). Reagents/catalysts: CN(C1=CC=NC=C1)C (4-dimethylaminopyridine). Run in CN(C=O)C (dimethylformamide). Product: CNC([C@@H](NC(=O)OC(C)(C)C)C(C)(C)S)=O ((R)-N-(1,1-Dimethylethoxy)carbonylpenicillamine N-methyl amide). The yield is 83.6%. As a reaction SMILES: [CH3:1][C:2]([CH3:16])([O:4][C:5]([NH:7][C@H:8]([C:13](O)=[O:14])[C:9]([SH:12])([CH3:11])[CH3:10])=[O:6])[CH3:3].O[N:18]1[C:22]2C=CC=CC=2N=N1.Cl.CN.CN1CCOCC1.C(Cl)CCl.C(O)(=O)CC(CC(O)=O)(C(O)=O)O>CN(C)C1C=CN=CC=1.CN(C)C=O>[CH3:22][NH:18][C:13](=[O:14])[C@H:8]([C:9]([SH:12])([CH3:11])[CH3:10])[NH:7][C:5]([O:4][C:2]([CH3:16])([CH3:3])[CH3:1])=[O:6] |f:2.3|. Procedure details: A solution of (R)-N-(1,1-dimethylethoxy)carbonylpenicillamine (14 g, 56.1 mmol), N-hydroxybenzotriazole (7.6 g, 56.1 mmol), methylamine hydrochloride (18.9 g, 280 mmol), N-methylmorpholine (34 ml, 308 mmol), 4-dimethylaminopyridine (685 mg, 5.6 mmol) and EDC (11.8 g, 62 mmol) in anhydrous dimethylformamide (300 ml) was stirred at RT overnight. The mixture was poured into 10 w/v citric acid (750 ml) and extracted with ether (3×500 ml). The combined extracts were then washed with 8% sodium bicarbo... Starting materials: Cl (HCl), Cl (HCl), FC1=CC2=C(C(=NO2)C2CCN(CC2)CCCN2C(C=3C(C2=O)=CC=CC3)=O)C=C1 (N-[3-[4-(6-fluoro-1,2-benzisoxazol-3-yl)-1-piperidinyl]propyl]phthalimide), O.NN (hydrazine monohydrate), O (water). The solvent is CO (methanol), C(C)O (ethanol), CO (methanol). Product: Cl.Cl.NCCCN1CCC(CC1)C1=NOC2=C1C=CC(=C2)F (1-(3-aminopropyl)-4-(6-fluoro-1,2-benzisoxazol-3-yl)piperidine dihydrochloride). As a reaction SMILES: [F:1][C:2]1[CH:30]=[CH:29][C:5]2[C:6]([CH:9]3[CH2:14][CH2:13][N:12]([CH2:15][CH2:16][CH2:17][N:18]4C(=O)C5=CC=CC=C5C4=O)[CH2:11][CH2:10]3)=[N:7][O:8][C:4]=2[CH:3]=1.O.NN.O.[ClH:35]>CO.C(O)C>[ClH:35].[ClH:35].[NH2:18][CH2:17][CH2:16][CH2:15][N:12]1[CH2:13][CH2:14][CH:9]([C:6]2[C:5]3[CH:29]=[CH:30][C:2]([F:1])=[CH:3][C:4]=3[O:8][N:7]=2)[CH2:10][CH2:11]1 |f:1.2,7.8.9|. Procedure details: A mixture of N-[3-[4-(6-fluoro-1,2-benzisoxazol-3-yl)-1-piperidinyl]propyl]phthalimide (8.5 g, 21 mmol), hydrazine monohydrate (1.5 g, 30 mmol) in methanol (60 ml) was heated at reflux for 2 hours. At the end of the reaction, methanol was removed to leave a crude solid. To this was added water (60 ml), then the mixture was acidified with HCl to pH 1. The insolubles were filtered with the aid of a pad of Celite. The aqueous solution was basified with .50% NaOH, (pH 13), then extracted with dichlo... Reactants: O (water), C1(CC=CC1)C(=O)C1=CC=C(C=C1)C1=CC=C(C=C1)OC ((3-cyclopenten-1-yl)(4'-methoxy-[1,1'-biphenyl]-4-yl)-methanone), B(Br)(Br)Br (boron tribromide). RXN SMILES: [CH:1]1([C:6]([C:8]2[CH:13]=[CH:12][C:11]([C:14]3[CH:19]=[CH:18][C:17]([O:20]C)=[CH:16][CH:15]=3)=[CH:10][CH:9]=2)=[O:7])[CH2:5][CH:4]=[CH:3][CH2:2]1.B(Br)(Br)Br.O>C(Cl)Cl>[CH:1]1([C:6]([C:8]2[CH:13]=[CH:12][C:11]([C:14]3[CH:19]=[CH:18][C:17]([OH:20])=[CH:16][CH:15]=3)=[CH:10][CH:9]=2)=[O:7])[CH2:2][CH:3]=[CH:4][CH2:5]1. Run at time 8 hour. Solvent: C(Cl)Cl (methylene dichloride), C(Cl)Cl (methylene dichloride). The yield is 96.5%. Reported procedure: A solution of (3-cyclopenten-1-yl)(4'-methoxy-[1,1'-biphenyl]-4-yl)-methanone (42 g) in methylene dichloride (400 ml) was added over 1 h. to a solution of boron tribromide (30 ml) in methylene dichloride (200 ml) at -70° C. under an atmosphere of nitrogen. The reaction mixture was allowed to warm up slowly at room temperature and was stirred overnight. The solution was poured into water and the mixture was stirred for 10 min. The organic layer was washed twice with water, once with brine and dri... Yields the product C1(CC=CC1)C(=O)C1=CC=C(C=C1)C1=CC=C(C=C1)O ((3-cyclopenten-1-yl) (4'-hydroxy-[1,1'-biphenyl]-4-yl)-methanone).